The task is: describe an organic reaction: reactants, conditions, products, and yield. This data is from the Open Reaction Database (ORD), a public repository of structured organic reaction records. Starting materials: [Si](C)(C)(C(C)(C)C)OC(CCCCCCC1=CC=CC=C1)C=1OC(=CN1)C1=CC=C(C=C1)S(=O)(=O)N (4-(2-(1-(tert-Butyldimethylsilyloxy)-7-phenylheptyl)oxazol-5-yl)benzenesulfonamide), [Si](C)(C)(C(C)(C)C)OC(CCCCCCC1=CC=CC=C1)C=1OC(=CN1)[Sn](CCCC)(CCCC)CCCC (2-(1-(tert-butyldimethylsilyloxy)-7-phenylheptyl)-5-(tributylstannyl)oxazole), BrC1=CC=C(C=C1)S(=O)(=O)N (4-bromobenzenesulfonamide). Product: EtOAc hexanes, C1(=CC=CC=C1)CCCCCCC(=O)C=1OC(=CN1)C1=CC=C(C=C1)S(=O)(=O)N (4-(2-(7-Phenylheptanoyl)oxazol-5-yl)benzenesulfonamide). The yield is 82.0%. Reaction SMILES: [Si]([O:8][CH:9]([C:22]1[O:23][C:24]([C:27]2[CH:32]=[CH:31][C:30]([S:33]([NH2:36])(=[O:35])=[O:34])=[CH:29][CH:28]=2)=[CH:25][N:26]=1)[CH2:10][CH2:11][CH2:12][CH2:13][CH2:14][CH2:15][C:16]1[CH:21]=[CH:20][CH:19]=[CH:18][CH:17]=1)(C(C)(C)C)(C)C.[Si](OC(C1OC([Sn](CCCC)(CCCC)CCCC)=CN=1)CCCCCCC1C=CC=CC=1)(C(C)(C)C)(C)C.BrC1C=CC(S(N)(=O)=O)=CC=1>>[C:16]1([CH2:15][CH2:14][CH2:13][CH2:12][CH2:11][CH2:10][C:9]([C:22]2[O:23][C:24]([C:27]3[CH:32]=[CH:31][C:30]([S:33]([NH2:36])(=[O:35])=[O:34])=[CH:29][CH:28]=3)=[CH:25][N:26]=2)=[O:8])[CH:21]=[CH:20][CH:19]=[CH:18][CH:17]=1. Procedure details: 4-(2-(1-(tert-Butyldimethylsilyloxy)-7-phenylheptyl)oxazol-5-yl)benzenesulfonamide. The title compound was prepared from 2-(1-(tert-butyldimethylsilyloxy)-7-phenylheptyl)-5-(tributylstannyl)oxazole (63 mg, 0.095 mmol) and 4-bromobenzenesulfonamide following General Procedure A. Flash chromatography (2-20% EtOAc/hexanes) yielded the title compound as a white solid (41 mg, 82%): 1H NMR (CDCl3, 500 MHz) δ 8.05 (d, 2H, J=8.5 Hz), 7.83 (d, 2H, J=8.5 Hz), 7.49 (s, 1H), 7.36-7.32 (m, 2H), 7.25-7.22 (m,... Starting materials: CC1COc2cc(O)ccc21, CC(C)=CCCC(C)CCOS(=O)(=O)c1ccc(C)cc1. Product: CC(C)=CCCC(C)CCOc1ccc2c(c1)OCC2C. Reaction SMILES: [OH:22][c:23]1[cH:24][c:25]2[c:26]([cH:31][cH:32]1)[CH:27]([CH3:30])[CH2:28][O:29]2.[c:1]1([CH3:2])[cH:3][cH:4][c:5]([S:6]([O:7][CH2:11][CH2:12][CH:13]([CH2:14][CH2:15][CH:16]=[C:17]([CH3:18])[CH3:19])[CH3:20])(=[O:8])=[O:9])[cH:10][cH:21]1>>[CH2:11]([CH2:12][CH:13]([CH2:14][CH2:15][CH:16]=[C:17]([CH3:18])[CH3:19])[CH3:20])[O:22][c:23]1[cH:24][c:25]2[c:26]([cH:31][cH:32]1)[CH:27]([CH3:30])[CH2:28][O:29]2. Reactants: B (borane), C(C)(C)(C)C1=C(OCC(=O)O)C(=CC(=C1)SC(C)(C)SC1=CC(=C(C(=C1)C(C)(C)C)O)C(C)(C)C)C(C)(C)C ({2,6-Di-tert-butyl-4-[1-(3,5-di-tert-butyl-4-hydroxy-phenylsulfanyl)-1-methyl-ethylsulfanyl]-phenoxy}-acetic acid). Solvent: C1CCOC1 (THF), C1CCOC1 (THF). Conditions: temperature 0 celsius, time 4 hour. The product is C(C)(C)(C)C1=C(C(=CC(=C1)SC(C)(C)SC1=CC(=C(C(=C1)C(C)(C)C)OCCO)C(C)(C)C)C(C)(C)C)O (2,6-Di-tert-butyl-4-{1-[3,5-di-tert-butyl-4-(2-hydroxy-ethoxy)-phenylsulfanyl]-1-methyl-ethylsulfanyl}-phenol). The yield is 64.4%. Reaction SMILES: [C:1]([C:5]1[CH:15]=[C:14]([S:16][C:17]([S:20][C:21]2[CH:26]=[C:25]([C:27]([CH3:30])([CH3:29])[CH3:28])[C:24]([OH:31])=[C:23]([C:32]([CH3:35])([CH3:34])[CH3:33])[CH:22]=2)([CH3:19])[CH3:18])[CH:13]=[C:12]([C:36]([CH3:39])([CH3:38])[CH3:37])[C:6]=1[O:7][CH2:8][C:9](O)=[O:10])([CH3:4])([CH3:3])[CH3:2].B>C1COCC1>[C:32]([C:23]1[CH:22]=[C:21]([S:20][C:17]([S:16][C:14]2[CH:13]=[C:12]([C:36]([CH3:37])([CH3:38])[CH3:39])[C:6]([O:7][CH2:8][CH2:9][OH:10])=[C:5]([C:1]([CH3:4])([CH3:3])[CH3:2])[CH:15]=2)([CH3:19])[CH3:18])[CH:26]=[C:25]([C:27]([CH3:30])([CH3:29])[CH3:28])[C:24]=1[OH:31])([CH3:33])([CH3:34])[CH3:35]. Procedure: A 100 mL, 2-neck round bottom flask equipped with a nitrogen adapter and a temperature probe was charged with 5.0 g (8.7 mmol, 1 eq) of {2,6-Di-tert-butyl-4-[1-(3,5-di-tert-butyl-4-hydroxy-phenylsulfanyl)-1-methyl-ethylsulfanyl]-phenoxy}-acetic acid and 40 mL of anhydrous THF. The solution was cooled to 0° C. using an ice bath and 26.1 mL of 1.0 M (26.1 mmol, 3 eq) borane in THF at a rate such that the maximum temperature was less than 30° C. The solution was warmed to 30° C. and consumption of ... Reactants: BrC1=C(C=CC(=C1)C(C)C)NC=1C2=C(N=C(N1)C)N(N=N2)CCC (N-[2-bromo-4-(1-methylethyl)phenyl]-5-methyl-3-propyl-3H-1,2,3-triazolo[4,5-d]pyrimidin-7-amine), C(C)I (EtI), [H-].[Na+] (NaH). The solvent is CN(C)C=O (DMF). Reaction conditions: time 5 minute. Yields the product BrC1=C(C=CC(=C1)C(C)C)N(C=1C2=C(N=C(N1)C)N(N=N2)CCC)CC (N-[2-bromo-4-(1-methylethyl)phenyl]-N-ethyl-5-methyl-3-propyl-3H-1,2,3-triazolo[4,5-d]pyrimidin-7-amine), oil. RXN SMILES: [Br:1][C:2]1[CH:7]=[C:6]([CH:8]([CH3:10])[CH3:9])[CH:5]=[CH:4][C:3]=1[NH:11][C:12]1[C:13]2[N:21]=[N:20][N:19]([CH2:22][CH2:23][CH3:24])[C:14]=2[N:15]=[C:16]([CH3:18])[N:17]=1.[H-].[Na+].[CH2:27](I)[CH3:28]>CN(C=O)C>[Br:1][C:2]1[CH:7]=[C:6]([CH:8]([CH3:10])[CH3:9])[CH:5]=[CH:4][C:3]=1[N:11]([CH2:27][CH3:28])[C:12]1[C:13]2[N:21]=[N:20][N:19]([CH2:22][CH2:23][CH3:24])[C:14]=2[N:15]=[C:16]([CH3:18])[N:17]=1 |f:1.2|. Procedure: The title compound from Example 1 (0.30 g) was dissolved in dry DMF (10 mL) and added NaH (62 mg; 60% in oil) at room temperature under a nitrogen atmosphere. The reaction mixture was stirred for 5 mins., and then added EtI (0.2 mL) and continued for an additional 24 h. The reaction mixture was partitioned between ethyl acetate (25 mL) and water (25 mL), washed the organic layer with brine, dried, and stripped in vacuum to yield a pale yellow oil. The sample was purified by flash column chromato... Reactants: BrCc1ccccc1, CC#N, O=C1CN2C(=O)CCC2N1. Yields the product O=C1CCC2N1CC(=O)N2Cc1ccccc1. Reaction SMILES: [CH2:11]([c:12]1[cH:13][cH:14][cH:15][cH:16][cH:17]1)[Br:18].[CH3:19][C:20]#[N:21].[NH:1]1[CH:2]2[N:3]([CH2:4][C:5]1=[O:6])[C:7](=[O:10])[CH2:8][CH2:9]2>>[N:1]1([CH2:11][c:12]2[cH:13][cH:14][cH:15][cH:16][cH:17]2)[CH:2]2[N:3]([CH2:4][C:5]1=[O:6])[C:7](=[O:10])[CH2:8][CH2:9]2. Reactants: Cc1[nH]c(C(=O)NC2CCN(c3cc(C(=O)O)nc(Cl)n3)CC2)cc1Br, CO, N. Yields the product Cc1[nH]c(C(=O)NC2CCN(c3cc(C(N)=O)nc(Cl)n3)CC2)cc1Br. As a reaction SMILES: [Br:1][c:2]1[cH:3][c:4]([C:8](=[O:9])[NH:10][CH:11]2[CH2:12][CH2:13][N:14]([c:17]3[cH:18][c:19]([C:24](=[O:25])[OH:26])[n:20][c:21]([Cl:23])[n:22]3)[CH2:15][CH2:16]2)[nH:5][c:6]1[CH3:7].[CH3:28][OH:29].[NH3:27]>>[Br:1][c:2]1[cH:3][c:4]([C:8](=[O:9])[NH:10][CH:11]2[CH2:12][CH2:13][N:14]([c:17]3[cH:18][c:19]([C:24](=[O:26])[NH2:27])[n:20][c:21]([Cl:23])[n:22]3)[CH2:15][CH2:16]2)[nH:5][c:6]1[CH3:7].